Dataset: the Open Reaction Database (ORD), a public repository of structured organic reaction records. Task: describe an organic reaction: reactants, conditions, products, and yield Starting materials: CN1C2CC(CC1CC2)=CC=2C=C(C=CC2)C2=CC(=CC=C2)C#N (3′-[(8-methyl-8-azabicyclo[3.2.1]oct-3-ylidene)methyl]-3-biphenylcarbonitrile), Cl (HCl). Reagents/catalysts: [OH-].[OH-].[Pd+2] (Pd(OH)2). Run in CO (MeOH). The product is Cl.Cl.CN1C2CC(CC1CC2)CC=2C=C(C=CC2)C2=CC(=CC=C2)CN (1-{3′-[(8-Methyl-8-azabicyclo[3.2.1]oct-3-yl)methyl]-3-biphenylyl}methanaminedihydrochloride). Yield: 173.0%. RXN SMILES: [CH3:1][N:2]1[CH:7]2[CH2:8][CH2:9][CH:3]1[CH2:4][C:5](=[CH:10][C:11]1[CH:12]=[C:13]([C:17]3[CH:22]=[CH:21][CH:20]=[C:19]([C:23]#[N:24])[CH:18]=3)[CH:14]=[CH:15][CH:16]=1)[CH2:6]2.[ClH:25]>CO.[OH-].[OH-].[Pd+2]>[ClH:25].[ClH:25].[CH3:1][N:2]1[CH:7]2[CH2:8][CH2:9][CH:3]1[CH2:4][CH:5]([CH2:10][C:11]1[CH:12]=[C:13]([C:17]3[CH:22]=[CH:21][CH:20]=[C:19]([CH2:23][NH2:24])[CH:18]=3)[CH:14]=[CH:15][CH:16]=1)[CH2:6]2 |f:3.4.5,6.7.8|. Procedure: To a solution of 3′-[(8-methyl-8-azabicyclo[3.2.1]oct-3-ylidene)methyl]-3-biphenylcarbonitrile (1.21 g, 3.85 mmol) in MeOH (192 mL) was added HCl (3.85 mL, 1N, 3.85 mmol). This mixture was then applied to an H-cube hydrogenation apparatus using 20% Pd(OH)2 cartridge at a flow rate of 1 mL/min. and H2 (1 atm) at 20° C. until reaction complete by monitoring with LC-MS. The reaction mixture was concentrated to afford 1.31 g (87%) of the title compound. LC-MS m/z 321 (M+H)+.